describe an organic reaction: reactants, conditions, products, and yield From a dataset of the Open Reaction Database (ORD), a public repository of structured organic reaction records. The reactants are NC1=NC(=CC(=N1)Cl)OC (2-amino-4-chloro-6-methoxypyrimidine), COC(=O)C1=C(C=C(C=C1)N(C)C(=O)OC)S(=O)(=O)N=C=O (2-methoxycarbonyl-5-(N-methoxycarbonyl-N-methylamino)benzenesulfonyl isocyanate), S(=O)(=O)=NC(=O)N (sulfonylurea). The product is ClC1=NC(=NC(=C1)OC)NC(=O)NS(=O)(=O)C1=C(C=CC(=C1)N(C)C(=O)OC)C(=O)OC (N-[(4-Chloro-6-methoxypyrimidin-2-yl)aminocarbonyl]-2-methoxycarbonyl-5-(N-methoxycarbonyl-N-methylamino)benzenesulfonamide). RXN SMILES: [NH2:1][C:2]1[N:7]=[C:6]([Cl:8])[CH:5]=[C:4]([O:9][CH3:10])[N:3]=1.[CH3:11][O:12][C:13]([C:15]1[CH:20]=[CH:19][C:18]([N:21]([C:23]([O:25][CH3:26])=[O:24])[CH3:22])=[CH:17][C:16]=1[S:27]([N:30]=[C:31]=[O:32])(=[O:29])=[O:28])=[O:14].S(=NC(N)=O)(=O)=O>>[Cl:8][C:6]1[CH:5]=[C:4]([O:9][CH3:10])[N:3]=[C:2]([NH:1][C:31]([NH:30][S:27]([C:16]2[CH:17]=[C:18]([N:21]([C:23]([O:25][CH3:26])=[O:24])[CH3:22])[CH:19]=[CH:20][C:15]=2[C:13]([O:12][CH3:11])=[O:14])(=[O:28])=[O:29])=[O:32])[N:7]=1. Procedure: By analogy with Example m), 0.9 g of 2-amino-4-chloro-6-methoxypyrimidine is reacted with 2.1 g of 2-methoxycarbonyl-5-(N-methoxycarbonyl-N-methylamino)benzenesulfonyl isocyanate (Example 1)). Yield: 0.45 g of the desired sulfonylurea as a solid foam: The reactants are C(C)(C)(C)OC(=O)N1C[C@@H]([C@H](CC1)C1=CC=C(C=C1)OCCCOCC1=C(C=CC=C1)OC)OCC1=CC=C2CCCN(C2=C1)CCCOS(=O)(=O)C ((3R,4R)-3-[1-(3-methanesulfonyloxy-propyl)-1,2,3,4-tetrahydro-quinolin-7-ylmethoxy]-4-[4-[3-(2-methoxy-benzyloxy)-propoxy]-phenyl]-piperidine-1-carboxylic acid tert-butyl ester), 0.026, [C-]#N.[K+] (potassium cyanide), ice water. The solvent is CN(C=O)C (N,N-dimethylformamide). Reaction conditions: temperature 50 celsius, time 45 minute. Product: C(C)(C)(C)OC(=O)N1C[C@@H]([C@H](CC1)C1=CC=C(C=C1)OCCCOCC1=C(C=CC=C1)OC)OCC1=CC=C2CCCN(C2=C1)CCCC#N ((3R,4R)-3-[1-(3-cyano-propyl)-1,2,3,4-tetrahydro-quinolin-7-ylmethoxy]-4-[4-[3-(2-methoxy-benzyloxy)-propoxy]-phenyl]-piperidine-1-carboxylic acid tert-butyl ester). Yield: 71.4%. Reaction SMILES: [C:1]([O:5][C:6]([N:8]1[CH2:13][CH2:12][C@H:11]([C:14]2[CH:19]=[CH:18][C:17]([O:20][CH2:21][CH2:22][CH2:23][O:24][CH2:25][C:26]3[CH:31]=[CH:30][CH:29]=[CH:28][C:27]=3[O:32][CH3:33])=[CH:16][CH:15]=2)[C@@H:10]([O:34][CH2:35][C:36]2[CH:45]=[C:44]3[C:39]([CH2:40][CH2:41][CH2:42][N:43]3[CH2:46][CH2:47][CH2:48]OS(C)(=O)=O)=[CH:38][CH:37]=2)[CH2:9]1)=[O:7])([CH3:4])([CH3:3])[CH3:2].[C-:54]#[N:55].[K+]>CN(C)C=O>[C:1]([O:5][C:6]([N:8]1[CH2:13][CH2:12][C@H:11]([C:14]2[CH:15]=[CH:16][C:17]([O:20][CH2:21][CH2:22][CH2:23][O:24][CH2:25][C:26]3[CH:31]=[CH:30][CH:29]=[CH:28][C:27]=3[O:32][CH3:33])=[CH:18][CH:19]=2)[C@@H:10]([O:34][CH2:35][C:36]2[CH:45]=[C:44]3[C:39]([CH2:40][CH2:41][CH2:42][N:43]3[CH2:46][CH2:47][CH2:48][C:54]#[N:55])=[CH:38][CH:37]=2)[CH2:9]1)=[O:7])([CH3:3])([CH3:2])[CH3:4] |f:1.2|. Procedure: To a well stirred solution of 0.200 g (0.266 mmol) of crude (3R,4R)-3-[1-(3-methanesulfonyloxy-propyl)-1,2,3,4-tetrahydro-quinolin-7-ylmethoxy]-4-[4-[3-(2-methoxy-benzyloxy)-propoxy]-phenyl]-piperidine-1-carboxylic acid tert-butyl ester [example 10(a)] in 1.8 ml of absolute N,N-dimethylformamide was added 0.026 (0.399 mmol, 1.5 equiv.) of potassium cyanide. After stirring for 45 min at 50° C., the reaction was allowed to warm to room temperature, poured into 50 ml of an ice/water mixture and ext... Reactants: NaHCO3(sat), S1C=C(C=C1)CC(=O)OC (methyl 2-(thiophen-3-yl)acetate), BrCN1C(C=2C(C1=O)=CC=CC2)=O (N-(bromomethyl)phthalimide), [Li+].C[Si](C)(C)[N-][Si](C)(C)C (LiHMDS). Solvent: C1CCOC1 (THF). Conditions: temperature -78 celsius, time 30 minute. Yields the product O=C1N(C(C2=CC=CC=C12)=O)CC(C(=O)OC)C1=CSC=C1 (methyl 3-(1,3-dioxoisoindolin-2-yl)-2-(thiophen-3-yl)propanoate). RXN SMILES: [S:1]1[CH:5]=[CH:4][C:3]([CH2:6][C:7]([O:9][CH3:10])=[O:8])=[CH:2]1.[Li+].C[Si]([N-][Si](C)(C)C)(C)C.Br[CH2:22][N:23]1[C:27](=[O:28])[C:26]2=[CH:29][CH:30]=[CH:31][CH:32]=[C:25]2[C:24]1=[O:33]>C1COCC1>[O:33]=[C:24]1[C:25]2[C:26](=[CH:29][CH:30]=[CH:31][CH:32]=2)[C:27](=[O:28])[N:23]1[CH2:22][CH:6]([C:3]1[CH:4]=[CH:5][S:1][CH:2]=1)[C:7]([O:9][CH3:10])=[O:8] |f:1.2|. Reported procedure: To pure methyl 2-(thiophen-3-yl)acetate in THF cooled to −78° C. was added LiHMDS and the solution stirred at −78° C. for 30 min. Then N-(bromomethyl)phthalimide was added directly and the solution was allowed to warm to 0° C. The mixture was poured into NaHCO3(sat) extracted with EtOAc, dried (Na2SO4), filtered, and evaporated. Column chromatography (SiO2, 0-40% EtOAc/Hex) gave pure methyl 3-(1,3-dioxoisoindolin-2-yl)-2-(thiophen-3-yl)propanoate (E429). Reactants: C12(CC3OCC(CC(C1)C3)C2)NC(OC(C)(C)C)=O (tert-butyl 4-oxatricyclo[4.3.1.13,8]undecan-1-ylcarbamate), Cl (HCl). The solvent is O1CCOCC1 (1,4-dioxane), O1CCOCC1 (dioxane). Product: Cl.C12(CC3OCC(CC(C1)C3)C2)N (4-oxatricyclo[4.3.1.13,8]undecan-1-amine hydrochloride), Cl (hydrochloric acid). As a reaction SMILES: [C:1]12([NH:12]C(=O)OC(C)(C)C)[CH2:11][CH:6]3[CH2:7][CH:8]([CH2:10][CH:3]([O:4][CH2:5]3)[CH2:2]1)[CH2:9]2.[ClH:20]>O1CCOCC1>[ClH:20].[C:1]12([NH2:12])[CH2:11][CH:6]3[CH2:7][CH:8]([CH2:10][CH:3]([O:4][CH2:5]3)[CH2:2]1)[CH2:9]2.[ClH:20] |f:3.4|. Procedure details: The carbamate 16C (0.1 mmol) in 1,4-dioxane (1 mL) was diluted with a solution of 4 N HCl in dioxane (0.5 mL) and the reaction mixture was maintained at rt for 2 h. The reaction mixture was concentrated and the residue was dissolved in water (2 mL). The aqueous layer was washed with EtOAc (3×5 mL) and concentrated to provide amine 16 in 80% yield as a hydrochloric acid salt. Reactants: NC1=CC=C(C=C1)C=1C(CC(NN1)=O)C (6-(4-aminophenyl)-5-methyl-4,5-dihydro-3(2H)-pyridazinone), CC=1C(NC(NC1)=S)=O (5-methylthiouracil). Run in C(C)O (ethanol). Reaction conditions: temperature 180 celsius. Product: CC=1C(N=C(NC1)NC1=CC=C(C=C1)C=1C(CC(NN1)=O)C)=O (6-[4-(1,4-Dihydro-5-methyl-4-oxo-2-pyrimidinylamino)-phenyl]-5-methyl-4,5-dihydro-3(2H)-pyridazinone). Isolated yield 14.7%. As a reaction SMILES: [NH2:1][C:2]1[CH:7]=[CH:6][C:5]([C:8]2[CH:9]([CH3:15])[CH2:10][C:11](=[O:14])[NH:12][N:13]=2)=[CH:4][CH:3]=1.[CH3:16][C:17]1[C:18](=[O:24])[NH:19][C:20](=S)[NH:21][CH:22]=1>C(O)C>[CH3:16][C:17]1[C:18](=[O:24])[N:19]=[C:20]([NH:1][C:2]2[CH:7]=[CH:6][C:5]([C:8]3[CH:9]([CH3:15])[CH2:10][C:11](=[O:14])[NH:12][N:13]=3)=[CH:4][CH:3]=2)[NH:21][CH:22]=1. Procedure details: A stirred mixture of 6-(4-aminophenyl)-5-methyl-4,5-dihydro-3(2H)-pyridazinone (3.25 g) and 5-methylthiouracil (2.5 g) was heated at 180° C. for 11/2 hours. The residual gum was dissolved in hot aqueous ethanol and the solution was evaporated. Trituration of the residue with chloroform:methanol (10:1) gave the crude product as a solid (0.78 g), m.p. 260°-270° C. The filtrate was evaporated and the residue was heated at 180° C. for one hour. Purification of the residue by column chromatography (s...